From a dataset of the Open Reaction Database (ORD), a public repository of structured organic reaction records. describe an organic reaction: reactants, conditions, products, and yield As a reaction SMILES: [CH3:36][CH2:37][OH:38].[Cl:10][c:11]1[c:12]([CH2:13][C:14]([CH2:15][CH2:16][C:17](=[O:18])[OH:19])([C:20]([CH3:21])=[O:22])[c:23]2[cH:24][cH:25][cH:26][cH:27][cH:28]2)[cH:29][cH:30][c:31]([Cl:33])[cH:32]1.[Cl:1][c:2]1[cH:3][cH:4][c:5]([CH:6]=[O:7])[cH:8][cH:9]1.[Na+:35].[OH-:34].[OH2:39]>>[Cl:1][c:2]1[cH:3][cH:4][c:5]([CH:6]=[CH:21][C:20]([C:14]([CH2:13][c:12]2[c:11]([Cl:10])[cH:32][c:31]([Cl:33])[cH:30][cH:29]2)([CH2:15][CH2:16][C:17](=[O:18])[OH:19])[c:23]2[cH:24][cH:25][cH:26][cH:27][cH:28]2)=[O:22])[cH:8][cH:9]1. Reactants: CCO, CC(=O)C(CCC(=O)O)(Cc1ccc(Cl)cc1Cl)c1ccccc1, O=Cc1ccc(Cl)cc1, [Na+], [OH-], O. Yields the product O=C(O)CCC(Cc1ccc(Cl)cc1Cl)(C(=O)C=Cc1ccc(Cl)cc1)c1ccccc1. The reactants are C(C=C)[C@@]1(C(N([C@@H]([C@H](C1)C1=CC(=CC=C1)Cl)C1=CC=C(C=C1)Cl)[C@H](CNS(=O)(=O)C1CC1)CC)=O)COCC[Si](C)(C)C (N-((S)-2-((3S,5R,6S)-3-Allyl-5-(3-chlorophenyl)-6-(4-chlorophenyl)-2-oxo-3-((2-(trimethylsilyl)ethoxy)methyl)piperidin-1-yl)butyl)cyclopropanesulfonamide), [H-].[Na+] (sodium hydride), IC (iodomethane). Solvent: C1CCOC1 (THF). Product: C(C=C)[C@@]1(C(N([C@@H]([C@H](C1)C1=CC(=CC=C1)Cl)C1=CC=C(C=C1)Cl)[C@H](CN(S(=O)(=O)C1CC1)C)CC)=O)COCC[Si](C)(C)C (N-((S)-2-((3S,5R,6S)-3-Allyl-5-(3-chlorophenyl)-6-(4-chlorophenyl)-2-oxo-3-((2-(trimethylsilyl)ethoxy)methyl)piperidin-1-yl)butyl)-N-methylcyclopropanesulfonamide). As a reaction SMILES: [CH2:1]([C@@:4]1([CH2:36][O:37][CH2:38][CH2:39][Si:40]([CH3:43])([CH3:42])[CH3:41])[CH2:9][C@H:8]([C:10]2[CH:15]=[CH:14][CH:13]=[C:12]([Cl:16])[CH:11]=2)[C@@H:7]([C:17]2[CH:22]=[CH:21][C:20]([Cl:23])=[CH:19][CH:18]=2)[N:6]([C@@H:24]([CH2:33][CH3:34])[CH2:25][NH:26][S:27]([CH:30]2[CH2:32][CH2:31]2)(=[O:29])=[O:28])[C:5]1=[O:35])[CH:2]=[CH2:3].[H-].[Na+].I[CH3:47]>C1COCC1>[CH2:1]([C@@:4]1([CH2:36][O:37][CH2:38][CH2:39][Si:40]([CH3:43])([CH3:42])[CH3:41])[CH2:9][C@H:8]([C:10]2[CH:15]=[CH:14][CH:13]=[C:12]([Cl:16])[CH:11]=2)[C@@H:7]([C:17]2[CH:18]=[CH:19][C:20]([Cl:23])=[CH:21][CH:22]=2)[N:6]([C@@H:24]([CH2:33][CH3:34])[CH2:25][N:26]([CH3:47])[S:27]([CH:30]2[CH2:31][CH2:32]2)(=[O:28])=[O:29])[C:5]1=[O:35])[CH:2]=[CH2:3] |f:1.2|. Procedure details: A solution of N-((S)-2-((3S,5R,6S)-3-allyl-5-(3-chlorophenyl)-6-(4-chlorophenyl)-2-oxo-3-((2-(trimethylsilyl)ethoxy)methyl)piperidin-1-yl)butyl)cyclopropanesulfonamide (Example 414, Step C, 1.5 g, 2.253 mmol) in THF was treated with sodium hydride (60% dispersion in mineral oil, 6.76 mmol) and iodomethane (0.280 ml, 4.51 mmol) at room temperature for 3 hours. The reaction mixture was quenched with HCl (1N) and diluted with DCM. The organic extract was washed with satd NaCl and dried over Na2SO4....